Dataset: the Open Reaction Database (ORD), a public repository of structured organic reaction records. Task: describe an organic reaction: reactants, conditions, products, and yield Starting materials: CC(=O)O, COc1ccc(C=O)cc1OC1CCCC1, Nc1cncc(Cl)n1, [Na+], CC(=O)O[BH-](OC(C)=O)OC(C)=O. Yields the product COc1ccc(CNc2cncc(Cl)n2)cc1OC1CCCC1. As a reaction SMILES: [C:39]([OH:40])(=[O:41])[CH3:42].[CH:23]1([O:28][c:29]2[cH:30][c:31]([CH:32]=[O:33])[cH:34][cH:35][c:36]2[O:37][CH3:38])[CH2:24][CH2:25][CH2:26][CH2:27]1.[Cl:15][c:16]1[cH:17][n:18][cH:19][c:20]([NH2:22])[n:21]1.[Na+:14].[O:1]([BH-:2]([O:3][C:4]([CH3:5])=[O:6])[O:7][C:8]([CH3:9])=[O:10])[C:11]([CH3:12])=[O:13]>>[Cl:15][c:16]1[cH:17][n:18][cH:19][c:20]([NH:22][CH2:32][c:31]2[cH:30][c:29]([O:28][CH:23]3[CH2:24][CH2:25][CH2:26][CH2:27]3)[c:36]([O:37][CH3:38])[cH:35][cH:34]2)[n:21]1.